describe an organic reaction: reactants, conditions, products, and yield From a dataset of the Open Reaction Database (ORD), a public repository of structured organic reaction records. The reactants are [Al+3], CC(C)=CCCC(C)=CCNCC=C(C)CCC=C(C)C, CC(C)=CCCC(C)=CC=NO, Cl, [H-], [H-], [H-], [H-], [Li+]. Product: CC(C)=CCCC(C)=CCN. RXN SMILES: [Al+3:14].[CH2:20]([NH:21][CH2:22][CH:23]=[C:24]([CH2:25][CH2:26][CH:27]=[C:28]([CH3:29])[CH3:30])[CH3:31])[CH:32]=[C:33]([CH2:34][CH2:35][CH:36]=[C:37]([CH3:38])[CH3:39])[CH3:40].[CH3:1][C:2]([CH3:3])=[CH:4][CH2:5][CH2:6][C:7]([CH3:8])=[CH:9][CH:10]=[N:11][OH:12].[ClH:19].[H-:13].[H-:16].[H-:17].[H-:18].[Li+:15]>>[CH3:1][C:2]([CH3:3])=[CH:4][CH2:5][CH2:6][C:7]([CH3:8])=[CH:9][CH2:10][NH2:11]. Reactants: ClC1=NC(=CN=C1)Cl (2,6-dichloropyrazine), CS(=O)C (DMSO), TEA, CNCC1CCOCC1 (N-methyl-1-(tetrahydro-2H-pyran-4-yl)methanamine). Run in C(C)(=O)OCC (ethyl acetate). Run at temperature 70 celsius, time 16 hour. Product: ClC1=CN=CC(=N1)N(CC1CCOCC1)C (6-chloro-N-methyl-N-((tetrahydro-2H-pyran-4-yl)methyl)pyrazin-2-amine). Yield: 98.3%. Reaction SMILES: Cl[C:2]1[CH:7]=[N:6][CH:5]=[C:4]([Cl:8])[N:3]=1.CS(C)=O.[CH3:13][NH:14][CH2:15][CH:16]1[CH2:21][CH2:20][O:19][CH2:18][CH2:17]1>C(OCC)(=O)C>[Cl:8][C:4]1[N:3]=[C:2]([N:14]([CH3:13])[CH2:15][CH:16]2[CH2:21][CH2:20][O:19][CH2:18][CH2:17]2)[CH:7]=[N:6][CH:5]=1. Procedure details: A mixture of 2,6-dichloropyrazine (298 mg, 2.000 mmol), DMSO (6 ml), TEA (0.418 ml, 3.00 mmol) and N-methyl-1-(tetrahydro-2H-pyran-4-yl)methanamine (264 mg, 2.040 mmol) was stirred at 70° C. for 16 hours, and the reaction progress was followed by LCMS. The crude reaction mixture was let cool to room temperature, diluted with 150 ml of ethyl acetate, washed with 1M NaOH soln. (1×), water (2×), saturated salt soln. (1×), dried with sodium sulfate, filtered, and concentrated to constant mass, givin... Reactants: NC=1C(=NC(=CC1)Br)NCC1=C(C=C(C=C1)C1=CC=CC=C1)Cl (3-amino-6-bromo-2-(N-(2-chloro-4-phenylbenzyl)amino)pyridine), C(C)OC(OCC)(OCC)OCC (tetraethoxymethane). Run in C(C)(=O)O (acetic acid). Conditions: temperature 70 celsius, time 7 hour. The product is BrC1=CC=C2C(=N1)N(C(=N2)OCC)CC2=C(C=C(C=C2)C2=CC=CC=C2)Cl (5-bromo-3-(2-chloro-4-phenylbenzyl)-2-ethoxy-3H-imidazo[4,5-b]pyridine). Yield: 2.6%. RXN SMILES: [NH2:1][C:2]1[C:3]([NH:9][CH2:10][C:11]2[CH:16]=[CH:15][C:14]([C:17]3[CH:22]=[CH:21][CH:20]=[CH:19][CH:18]=3)=[CH:13][C:12]=2[Cl:23])=[N:4][C:5]([Br:8])=[CH:6][CH:7]=1.[CH2:24]([O:26][C:27](OCC)(OCC)OCC)[CH3:25]>C(O)(=O)C>[Br:8][C:5]1[N:4]=[C:3]2[N:9]([CH2:10][C:11]3[CH:16]=[CH:15][C:14]([C:17]4[CH:22]=[CH:21][CH:20]=[CH:19][CH:18]=4)=[CH:13][C:12]=3[Cl:23])[C:27]([O:26][CH2:24][CH3:25])=[N:1][C:2]2=[CH:7][CH:6]=1. Procedure details: A mixture of 3-amino-6-bromo-2-(N-(2-chloro-4-phenylbenzyl)amino)pyridine (1.85 g), tetraethoxymethane (4.3 g) and acetic acid (18.5 ml) was stirred at room temperature overnight and at 70° C. for 7 hr. The reaction mixture was concentrated to dryness under reduced pressure, and toluene was added, which was followed by concentration under reduced pressure. The residue was dissolved in ethyl acetate and washed twice with saturated aqueous sodium hydrogen carbonate solution and once with saturated... Starting materials: O(Cl)Cl.[Zr] (zirconium oxychloride), C([O-])([O-])=O.[Zr+4].[Na+] (sodium zirconium carbonate). The product is C([O-])([O-])=O.[Zr+4].C([O-])([O-])=O (zirconium carbonate), O(Cl)Cl.[Zr] (zirconium oxychloride). RXN SMILES: [O:1]([Cl:3])[Cl:2].[Zr:4].[C:5](=[O:8])([O-:7])[O-:6].[Zr+4].[Na+]>>[C:5](=[O:6])([O-:8])[O-:7].[Zr+4:4].[C:5](=[O:6])([O-:8])[O-:7].[O:1]([Cl:3])[Cl:2].[Zr:4] |f:0.1,2.3.4,5.6.7,8.9|. Reported procedure: With respect to the above process, preferably, prior to the heating step, the zirconium oxychloride and soda ash are agitated or mixed by other means to form a solution mixture preferably at ambient temperature, such as room temperature (e.g., from about 40° F. to about 110° F.). With regard to the metastable sodium zirconium carbonate solution which is achieved prior to the heating step, preferably, a gelatinous precipitate of zirconium carbonate is formed when zirconium oxychloride (solution o...